From a dataset of the Open Reaction Database (ORD), a public repository of structured organic reaction records. describe an organic reaction: reactants, conditions, products, and yield Starting materials: FC1=C(C(=CC=C1)F)CCO (2-(2,6-difluorophenyl)ethanol), CN(C)C=O (DMF), CC1(NC(CCC1)(C)C)C (2,2,6,6-Tetramethylpiperidine), C(CCC)[Li] (butyllithium). Solvent: C1CCOC1 (THF), C1CCOC1 (THF). Run at time 2 hour. Product: FC1=C(C=O)C=CC(=C1CCO)F (2,4-Difluoro-3-(2-hydroxyethyl)benzaldehyde). Reaction SMILES: CC1(C)CCCC(C)(C)N1.C([Li])CCC.[F:16][C:17]1[CH:22]=[CH:21][CH:20]=[C:19]([F:23])[C:18]=1[CH2:24][CH2:25][OH:26].CN([CH:30]=[O:31])C>C1COCC1>[F:16][C:17]1[C:18]([CH2:24][CH2:25][OH:26])=[C:19]([F:23])[CH:20]=[CH:21][C:22]=1[CH:30]=[O:31]. Procedure: 2,2,6,6-Tetramethylpiperidine (5 mL) was added to a solution of butyllithium (1.6M in hexanes, 19 mL) in THF (25 mL) at −70° C. A solution of 2-(2,6-difluorophenyl)ethanol (example 45, step a) (1.6 g) in THF (25 mL) was added dropwise and the resulting mixture stirred for 2 h. DMF (3.9 mL) was then added and the mixture stirred for 1 h at −70° C. The mixture was then allowed to warm to RT and stirred for 70 h. The reaction was quenched with HCl solution (2M, 50 mL), diluted with ethyl acetate (1... Starting materials: C1[C@@H]([C@H](O[C@H]1N2C=CC(=NC2=O)N)COP(=O)(O)O)OP(=O)(O)OC[C@@H]3[C@H]([C@H]([C@@H](O3)N4C=NC5=C4N=CN=C5N)O)O (pdCpA), C1[C@@H]([C@H](O[C@H]1N2C=CC(=NC2=O)N)COP(=O)(O)O)OP(=O)(O)OC[C@@H]3[C@H]([C@H]([C@@H](O3)N4C=NC5=C4N=CN=C5N)O)O (pdCpA), N1C=NC=C1 (imidazole), C(C)(=O)O (acetic acid), C(C)(C)(C)OC(=O)N(CC(=O)OCC#N)CCSSC(C)(C)C (cyanomethyl 2-((tert-butoxycarbonyl) (2-(tert-butyldisulfanyl)ethyl)amino)acetate), C(C)(C)(C)OC(=O)N(CC(=O)OCC#N)CCSSC(C)(C)C (cyanomethyl 2-((tert-butoxycarbonyl) (2-(tert-butyldisulfanyl)ethyl)amino)acetate). Reagents/catalysts: [Cl-].C[N+](CCCCCCCCCCCCCCCC)(C)C (N,N,N-trimethylhexadecan-1-aminium chloride). Run in O (water), C1CCOC1 (THF). Run at time 4 hour. Yields the product C(C)(C)(C)OC(=O)N(CC(=O)O[C@@H]1[C@H](O[C@H]([C@@H]1O)N1C2=NC=NC(=C2N=C1)N)COP(=O)(O)O[C@@H]1[C@H](O[C@H](C1)N1C(N=C(C=C1)N)=O)COP(=O)(O)O)CCSSC(C)(C)C ((2R,3S,4R,5R)-2-((((((2R,3S,5R)-5-(4-amino-2-oxopyrimidin-1(2H)-yl)-2-((phosphonooxy)methyl)tetrahydrofuran-3-yl)oxy)(hydroxy)phosphoryl)oxy)methyl)-5-(6-amino-9H-purin-9-yl)-4-hydroxytetrahydrofuran-3-yl 2-((tert-butoxycarbonyl) (2-(tert-butyldisulfanyl)ethyl)amino)acetate). Reaction SMILES: [CH2:1]1[C@H:5]([N:6]2[C:11](=[O:12])[N:10]=[C:9]([NH2:13])[CH:8]=[CH:7]2)[O:4][C@H:3]([CH2:14][O:15][P:16]([OH:19])([OH:18])=[O:17])[C@H:2]1[O:20][P:21]([O:24][CH2:25][C@H:26]1[O:30][C@@H:29]([N:31]2[C:35]3[N:36]=[CH:37][N:38]=[C:39]([NH2:40])[C:34]=3[N:33]=[CH:32]2)[C@H:28]([OH:41])[C@@H:27]1[OH:42])([OH:23])=[O:22].N1C=CN=C1.C(O)(=O)C.[C:52]([O:56][C:57]([N:59]([CH2:67][CH2:68][S:69][S:70][C:71]([CH3:74])([CH3:73])[CH3:72])[CH2:60][C:61](OCC#N)=[O:62])=[O:58])([CH3:55])([CH3:54])[CH3:53]>O.[Cl-].C[N+](C)(C)CCCCCCCCCCCCCCCC.C1COCC1>[C:52]([O:56][C:57]([N:59]([CH2:67][CH2:68][S:69][S:70][C:71]([CH3:74])([CH3:73])[CH3:72])[CH2:60][C:61]([O:42][C@H:27]1[C@@H:28]([OH:41])[C@H:29]([N:31]2[CH:32]=[N:33][C:34]3[C:35]2=[N:36][CH:37]=[N:38][C:39]=3[NH2:40])[O:30][C@@H:26]1[CH2:25][O:24][P:21]([O:20][C@H:2]1[CH2:1][C@H:5]([N:6]2[CH:7]=[CH:8][C:9]([NH2:13])=[N:10][C:11]2=[O:12])[O:4][C@@H:3]1[CH2:14][O:15][P:16]([OH:18])([OH:19])=[O:17])([OH:23])=[O:22])=[O:62])=[O:58])([CH3:55])([CH3:54])[CH3:53] |f:5.6|. Procedure details: A solution of ((2R,3S,5R)-5-(4-amino-2-oxopyrimidin-1(2H)-yl)-3-(((((2R,3S,4R,5R)-5-(6-amino-9H-purin-9-yl)-3,4-dihydroxytetrahydrofuran-2-yl)methoxy) (hydroxy)phosphoryl)oxy)tetrahydrofuran-2-yl)methyl dihydrogenphosphate (Compound 1h, 100 mg, 0.157 mmol) in water (1.0 ml) was added to a buffer (40 ml) in which imidazole (272.3 mg, 4.00 mmol) and N,N,N-trimethylhexadecan-1-aminium chloride (256.0 mg, 0.80 mmol) were dissolved and which was adjusted to pH 8 with acetic acid. A solution of cyanom... Reactants: C1(=CC=CC=C1)C#CCCCOC1OCCCC1 (1-phenyl-5-tetrahydropyranyloxypent-1-yne), C(C)O (ethanol), C1(=CC=C(C=C1)S(=O)(=O)O)C (p-toluenesulphonic acid). The solvent is O (water). Reaction conditions: time 3 hour. Product: C1(=CC=CC=C1)C#CCCCO (5-phenylpent-4-yn-1-ol). As a reaction SMILES: [C:1]1([C:7]#[C:8][CH2:9][CH2:10][CH2:11][O:12]C2CCCCO2)[CH:6]=[CH:5][CH:4]=[CH:3][CH:2]=1.C(O)C.C1(C)C=CC(S(O)(=O)=O)=CC=1>O>[C:1]1([C:7]#[C:8][CH2:9][CH2:10][CH2:11][OH:12])[CH:6]=[CH:5][CH:4]=[CH:3][CH:2]=1. Procedure: A mixture of 1-phenyl-5-tetrahydropyranyloxypent-1-yne (0.2 g), absolute ethanol (4 ml) and p-toluenesulphonic acid (20 mg) was stirred at room temperature for 3 hours. The reaction mixture was diluted with water (40 ml) and extracted with ether (2×20 ml). The ether extracts were washed with saturated NaHCO3 solution, dried over MgSO4 and purified by chromatography on silica (20 g), eluting with 10% ether in hexane grading to 100% ether, followed by 10% ether acetate in ether. The solvent was re...